From a dataset of the Open Reaction Database (ORD), a public repository of structured organic reaction records. describe an organic reaction: reactants, conditions, products, and yield Starting materials: OCC=1C=C(C=CC1)CC(C(=O)OCC)OC(C)C (ethyl 3-[3-(hydroxymethyl)phenyl]-2-isopropoxypropanoate), ClC1=C(C=CC(=C1)Cl)N=C=O (2,4-dichlorophenylisocyanate). The product is ClC1=C(NC(=O)OCC=2C=C(C=CC2)CC(C(=O)O)OC(C)C)C=CC(=C1)Cl (3-[3-({[(2,4-Dichloroanilino)carbonyl]oxy}methyl)phenyl]-2-isopropoxypropanoic acid). As a reaction SMILES: [OH:1][CH2:2][C:3]1[CH:4]=[C:5]([CH2:9][CH:10]([O:16][CH:17]([CH3:19])[CH3:18])[C:11]([O:13]CC)=[O:12])[CH:6]=[CH:7][CH:8]=1.[Cl:20][C:21]1[CH:26]=[C:25]([Cl:27])[CH:24]=[CH:23][C:22]=1[N:28]=[C:29]=[O:30]>>[Cl:20][C:21]1[CH:26]=[C:25]([Cl:27])[CH:24]=[CH:23][C:22]=1[NH:28][C:29]([O:1][CH2:2][C:3]1[CH:4]=[C:5]([CH2:9][CH:10]([O:16][CH:17]([CH3:18])[CH3:19])[C:11]([OH:13])=[O:12])[CH:6]=[CH:7][CH:8]=1)=[O:30]. Procedure: Using ethyl 3-[3-(hydroxymethyl)phenyl]-2-isopropoxypropanoate and 2,4-dichlorophenylisocyanate, the title compound was obtained in the same manner as described in Example 148. The reactants are C1(=CC=CC2=CC=CC=C12)C=O (naphthalene-1-aldehyde), NC1=NNC=C1 (3-aminopyrazole), O=C(CC(=O)OCC)CCC (ethyl 3-ketohexanoate). The product is C1(=CC=CC2=CC=CC=C12)C1C=2C(NC(=C1C(=O)OCC)CCC)=NNC2 (Ethyl 4,7-dihydro-4-(naphthalen-1-yl)-6-propyl-2H-pyrazolo[3,4-b]pyridine-5-carboxylate). RXN SMILES: [C:1]1([CH:11]=O)[C:10]2[C:5](=[CH:6][CH:7]=[CH:8][CH:9]=2)[CH:4]=[CH:3][CH:2]=1.[NH2:13][C:14]1[CH:18]=[CH:17][NH:16][N:15]=1.O=[C:20]([CH2:27][CH2:28][CH3:29])[CH2:21][C:22]([O:24][CH2:25][CH3:26])=[O:23]>>[C:1]1([CH:11]2[C:21]([C:22]([O:24][CH2:25][CH3:26])=[O:23])=[C:20]([CH2:27][CH2:28][CH3:29])[NH:13][C:14]3=[N:15][NH:16][CH:17]=[C:18]23)[C:10]2[C:5](=[CH:6][CH:7]=[CH:8][CH:9]=2)[CH:4]=[CH:3][CH:2]=1. Reported procedure: The title compound was prepared from naphthalene-1-aldehyde, 3-aminopyrazole and ethyl 3-ketohexanoate in the same manner as in Example 25. Starting materials: C([O-])([O-])=O.[K+].[K+] (potassium carbonate), ClCCl (dichloromethane), ClC1=NC(=NC(=N1)Cl)N(C)C (2,4-dichloro-6-dimethylamino-1,3,5-triazine), N1CCOCC1 (morpholine). The solvent is O (water), CN(C)C=O (DMF), CN(C)C=O (DMF). Conditions: time 17 hour. Yields the product ClC1=NC(=NC(=N1)N(C)C)N1CCOCC1 (2-chloro-4-dimethylamino-6-morpholino-1,3,5-triazine). Isolated yield 55.1%. Reaction SMILES: Cl[C:2]1[N:7]=[C:6]([Cl:8])[N:5]=[C:4]([N:9]([CH3:11])[CH3:10])[N:3]=1.C(=O)([O-])[O-].[K+].[K+].[NH:18]1[CH2:23][CH2:22][O:21][CH2:20][CH2:19]1.ClCCl>CN(C=O)C.O>[Cl:8][C:6]1[N:5]=[C:4]([N:9]([CH3:11])[CH3:10])[N:3]=[C:2]([N:18]2[CH2:23][CH2:22][O:21][CH2:20][CH2:19]2)[N:7]=1 |f:1.2.3|. Procedure details: The obtained 2,4-dichloro-6-dimethylamino-1,3,5-triazine (1.96 g, 10.2 mmol) was dissolved in DMF (20 ml), added with anhydrous potassium carbonate (1.45 g, 10.5 mmol) and cooled to -5° C.-0° C. This mixture was gradually added dropwise with morpholine (0.96 g, 11.0 mmol) dissolved in DMF (5 ml). The reaction mixture was stirred at room temperature for 17 hours and was evaporated under reduced pressure. The residue obtained was added with dichloromethane and water, and then shaken for mixing. Th... The reactants are C(C)OC(CN(C1CC1)C(CCCC1=C(C(=NC=C1)C(=O)OC(C)(C)C)N)=O)=O (4-(2-Boc-amino-pyridin-4-yl)butanoyl-N-cyclopropylglycine ethyl ester), [OH-].[Na+] (NaOH). Run in CO (MeOH). Reaction conditions: time 8 hour. Product: C(=O)(OC(C)(C)C)C1=NC=CC(=C1N)CCCC(=O)N(CC(=O)O)C1CC1 (4-(2-Boc-amino-pyridin-4-yl)butanoyl-N-cyclopropylglycine). As a reaction SMILES: C([O:3][C:4](=[O:29])[CH2:5][N:6]([C:10](=[O:28])[CH2:11][CH2:12][CH2:13][C:14]1[CH:19]=[CH:18][N:17]=[C:16]([C:20]([O:22][C:23]([CH3:26])([CH3:25])[CH3:24])=[O:21])[C:15]=1[NH2:27])[CH:7]1[CH2:9][CH2:8]1)C.[OH-].[Na+]>CO>[C:20]([C:16]1[C:15]([NH2:27])=[C:14]([CH2:13][CH2:12][CH2:11][C:10]([N:6]([CH:7]2[CH2:9][CH2:8]2)[CH2:5][C:4]([OH:29])=[O:3])=[O:28])[CH:19]=[CH:18][N:17]=1)([O:22][C:23]([CH3:26])([CH3:25])[CH3:24])=[O:21] |f:1.2|. Reported procedure: Ester 7-3 (1.07 g, 2.64 mmol) was dissolved in 26 mL MeOH, then treated with 1 N NaOH (6.6 mL, 6.6 mmol). After stirring overnight the reaction was concentrated, redissolved in water, the pH was adjusted to 1 with 10% KHSO4, then extracted with EtOAc (5×). The aqueous phase was adjusted to pH 3 with aq. NaOH, then reextracted with EtOAc (2×). The combined organic phases were washed with brine, dried (MgSO4), filtered and concentrated, providing 7-4 as a white foam. The reactants are [Br-].C(=O)(O)CCC[P+](C1=CC=CC=C1)(C1=CC=CC=C1)C1=CC=CC=C1 ((3-carboxypropyl)triphenylphosphonium bromide), FC=1C(=C(C(=O)OC)C=CC1)OC (methyl 3-fluoro-2-methoxybenzoate), CC(C)([O-])C.[K+] (potassium t-butoxide), ice water. Solvent: C1CCOC1 (THF). Conditions: temperature 4 celsius, time 15 minute. The product is FC=1C(=C(C(=O)O)C=CC1)OC (3-fluoro-2-methoxybenzoic acid). The yield is 133.4%. RXN SMILES: CC(C)([O-])C.[K+].[Br-].C(CCC[P+](C1C=CC=CC=1)(C1C=CC=CC=1)C1C=CC=CC=1)(O)=O.[F:33][C:34]1[C:35]([O:44][CH3:45])=[C:36]([CH:41]=[CH:42][CH:43]=1)[C:37]([O:39]C)=[O:38]>C1COCC1>[F:33][C:34]1[C:35]([O:44][CH3:45])=[C:36]([CH:41]=[CH:42][CH:43]=1)[C:37]([OH:39])=[O:38] |f:0.1,2.3|. Procedure: Solid potassium t-butoxide (4.48 g) was added under argon to a stirred, ice-cooled mixture of (3-carboxypropyl)triphenylphosphonium bromide (6.44 g) and (-)-[2,3-trans]-tetrahydro-5-hydroxy-3-hydroxymethyl-2-o-methoxyphenylfuran (B) (2.24 g) ih dry THF (75 ml). The mixture was stirred for 15 minutes at 4° C., then for 1 hour at ambient temperature and was then poured into ice-water (150 ml). The mixture obtained was washed with ether (2×50 ml) to remove the bulk of the neutral material. The aque... The reactants are COC1=CC(=CC2=C1OCO2)C=O (3-Methoxypiperonal), [N+](=O)([O-])C (nitromethane), C(C)(=O)[O-].[NH4+] (ammonium acetate). Solvent: C(C)(=O)O (acetic acid). Conditions: temperature 50 celsius, time 20 minute. The product is COC1=CC(=CC=2OCOC21)C=C[N+](=O)[O-] (4-Methoxy-6-(2-nitrovinyl)-1,3-benzodioxole). As a reaction SMILES: [CH3:1][O:2][C:3]1[C:8]2[O:9][CH2:10][O:11][C:7]=2[CH:6]=[C:5]([CH:12]=O)[CH:4]=1.[N+:14]([CH3:17])([O-:16])=[O:15].C([O-])(=O)C.[NH4+]>C(O)(=O)C>[CH3:1][O:2][C:3]1[C:8]2[O:9][CH2:10][O:11][C:7]=2[CH:6]=[C:5]([CH:12]=[CH:17][N+:14]([O-:16])=[O:15])[CH:4]=1 |f:2.3|. Procedure: 3-Methoxypiperonal (50.0 g) is combined with 71.9 mL of nitromethane in 250 mL of acetic acid; 36 g of ammonium acetate is added, and the mixture is heated to 50° C. for 4 hrs. Solvents are removed in vacuo; the residue is taken up in water and stirred for 20 min. The solution is filtered; the filtrate is washed with water, then ether, to give 51.8 g of a yellow solid. The reactants are BrCC=1CS[C@H]2N(C1C(=O)OCC(Cl)(Cl)Cl)C([C@H]2NC(COC2=CC=CC=C2)=O)=O (2,2,2-trichloroethyl 3-bromomethyl-7β-phenoxyacetamidoceph-3-em-4-carboxylate), C1(=CC=CC=C1)P(C1=CC=CC=C1)C1=CC=CC=C1 (triphenylphosphine). The solvent is C(C)(=O)OCC (ethyl acetate), C(C)(=O)OCC (ethyl acetate). Reaction conditions: time 2 hour. Product: [Br-].O(C1=CC=CC=C1)CC(=O)N[C@H]1[C@@H]2N(C(=C(CS2)C[P+](C2=CC=CC=C2)(C2=CC=CC=C2)C2=CC=CC=C2)C(=O)OCC(Cl)(Cl)Cl)C1=O ([7β-Phenoxyacetamido-4-(2,2,2-trichloroethoxycarbonyl)ceph-3-em-3-ylmethyl]-triphenylphosphonium Bromide). Isolated yield 95.2%. RXN SMILES: [Br:1][CH2:2][C:3]1[CH2:4][S:5][C@@H:6]2[C@H:18]([NH:19][C:20](=[O:29])[CH2:21][O:22][C:23]3[CH:28]=[CH:27][CH:26]=[CH:25][CH:24]=3)[C:17](=[O:30])[N:7]2[C:8]=1[C:9]([O:11][CH2:12][C:13]([Cl:16])([Cl:15])[Cl:14])=[O:10].[C:31]1([P:37]([C:44]2[CH:49]=[CH:48][CH:47]=[CH:46][CH:45]=2)[C:38]2[CH:43]=[CH:42][CH:41]=[CH:40][CH:39]=2)[CH:36]=[CH:35][CH:34]=[CH:33][CH:32]=1>C(OCC)(=O)C>[Br-:1].[O:22]([CH2:21][C:20]([NH:19][C@@H:18]1[C:17](=[O:30])[N:7]2[C:8]([C:9]([O:11][CH2:12][C:13]([Cl:15])([Cl:14])[Cl:16])=[O:10])=[C:3]([CH2:2][P+:37]([C:38]3[CH:39]=[CH:40][CH:41]=[CH:42][CH:43]=3)([C:44]3[CH:49]=[CH:48][CH:47]=[CH:46][CH:45]=3)[C:31]3[CH:32]=[CH:33][CH:34]=[CH:35][CH:36]=3)[CH2:4][S:5][C@H:6]12)=[O:29])[C:23]1[CH:28]=[CH:27][CH:26]=[CH:25][CH:24]=1 |f:3.4|. Procedure: A solution of 2,2,2-trichloroethyl 3-bromomethyl-7β-phenoxyacetamidoceph-3-em-4-carboxylate (ca. 7 mmole) in ethyl acetate (25 ml) was stirred at 25° in the absence of light while a solution of triphenylphosphine (3.67g, 2 equiv.) in ethyl acetate (40 ml) was added over 10 minutes. The reaction mixture was stirred at 25° for 31/2 hours and the precipitated solid was filtered off washed with ethyl acetate and dried, (5.62 g), and redissolved in chloroform (40 ml). The filtered solution was dilute... Reactants: C(C(=O)Cl)(=O)Cl (oxalyl chloride), NN1C(=NC2=CC=CC=C2C1=O)N1CCCC1 (3-amino-2-pyrrolidin-1-yl-3H-quinazolin-4-one), FC=1C=C(C=C(C1)F)CC(=O)O (3,5-Difluorophenylacetic acid), N1=CC=CC=C1 (pyridine), N1=CC=CC=C1 (pyridine). The reagents and catalysts are CN(C)C=O (DMF). Run in CCOC(=O)C (EtOAc), C(Cl)Cl (DCM). Reaction conditions: time 1 hour. Product: FC=1C=C(C=C(C1)F)CC(=O)NN1C(=NC2=CC=CC=C2C1=O)N1CCCC1 (2-(3,5-Difluoro-phenyl)-N-(4-oxo-2-pyrrolidin-1-yl-4H-quinazolin-3-yl)-acetamide). Isolated yield 15.0%. As a reaction SMILES: [F:1][C:2]1[CH:3]=[C:4]([CH2:9][C:10]([OH:12])=O)[CH:5]=[C:6]([F:8])[CH:7]=1.C(Cl)(=O)C(Cl)=O.N1C=CC=CC=1.[NH2:25][N:26]1[C:35](=[O:36])[C:34]2[C:29](=[CH:30][CH:31]=[CH:32][CH:33]=2)[N:28]=[C:27]1[N:37]1[CH2:41][CH2:40][CH2:39][CH2:38]1>C(Cl)Cl.CN(C=O)C.CCOC(C)=O>[F:8][C:6]1[CH:5]=[C:4]([CH2:9][C:10]([NH:25][N:26]2[C:35](=[O:36])[C:34]3[C:29](=[CH:30][CH:31]=[CH:32][CH:33]=3)[N:28]=[C:27]2[N:37]2[CH2:41][CH2:40][CH2:39][CH2:38]2)=[O:12])[CH:3]=[C:2]([F:1])[CH:7]=1. Reported procedure: 3,5-Difluorophenylacetic acid (0.227 g, 1.30 mmol) was dissolved in DCM (5 mL), followed by addition of oxalyl chloride (137 μL, 1.56 mmol) and 2 drops of dry DMF. After 1 hour gas evolution had stopped and pyridine (106 μL, 1.30 mmol) was added, followed by addition of 3-amino-2-pyrrolidin-1-yl-3H-quinazolin-4-one. After stirring at RT for 5 minutes additional pyridine (212 μL, 2.60 mmol) was added. The reaction mixture was stirred overnight at RT. The mixture was diluted with EtOAc (20 mL), wa... The reactants are C(C)(=O)N1CCC2=CC(=CC=C12)CC(=O)OC (1-acetyl-2,3-dihydro-1H-indole-5-acetic acid, methyl ester). The reagents and catalysts are [Pd] (palladium on charcoal). Product: C(C)(=O)N1C=CC2=CC(=CC=C12)CC(=O)OC (1-Acetyl-1H-indole-5-acetic acid, methyl ester). Isolated yield 41.2%. As a reaction SMILES: [C:1]([N:4]1[C:12]2[C:7](=[CH:8][C:9]([CH2:13][C:14]([O:16][CH3:17])=[O:15])=[CH:10][CH:11]=2)[CH2:6][CH2:5]1)(=[O:3])[CH3:2]>[Pd]>[C:1]([N:4]1[C:12]2[C:7](=[CH:8][C:9]([CH2:13][C:14]([O:16][CH3:17])=[O:15])=[CH:10][CH:11]=2)[CH:6]=[CH:5]1)(=[O:3])[CH3:2]. Reported procedure: An intimate mixture of 1-acetyl-2,3-dihydro-1H-indole-5-acetic acid, methyl ester (2.96 g) and 10% palladium on charcoal (50% moistened with water) (6.18 g) was heated at 200° for 11/2 h and the resulting solid was continuously extracted with chloroform (Soxhlet) for 2 h. Evaporation of the solvent gave an oil (1.21 g), which was purified by column chromatography on silica (Merck 7734; 138 g). Elution with ether-petroleum ether (1:1) gave the title compound (0.99 g) as an oil which was used in t...